Dataset: the Open Reaction Database (ORD), a public repository of structured organic reaction records. Task: describe an organic reaction: reactants, conditions, products, and yield Starting materials: O (water), BrC1=C(CNC2=CC(=C(C=C2)C2=C(C=C(C=C2)Cl)C)Cl)C=CC(=C1)C(F)(F)F (N-(2-bromo-4-(trifluoromethyl)benzyl)-2,4′-dichloro-2′-methyl-[1,1′-biphenyl]-4-amine), COC(=O)C1=CC=C(C=C1)B(O)O ((4-(methoxycarbonyl)phenyl)boronic acid), C(=O)([O-])[O-].[K+].[K+] (K2CO3). The reagents and catalysts are C1=CC=C(C=C1)P([C-]2C=CC=C2)C3=CC=CC=C3.C1=CC=C(C=C1)P([C-]2C=CC=C2)C3=CC=CC=C3.Cl[Pd]Cl.[Fe+2] (Pd(dppf)Cl2). Solvent: O1CCOCC1 (1,4-dioxane), CCOC(=O)C (EtOAc). The product is ClC1=C(C=CC(=C1)NCC1=C(C=C(C=C1)C(F)(F)F)C1=CC=C(C=C1)C(=O)OC)C1=C(C=C(C=C1)Cl)C (methyl 2′-(((2,4′-dichloro-2′-methyl-[1,1′-biphenyl]-4-yl)amino)methyl)-5′-(trifluoromethyl)-[1,1′-biphenyl]-4-carboxylate). RXN SMILES: Br[C:2]1[CH:24]=[C:23]([C:25]([F:28])([F:27])[F:26])[CH:22]=[CH:21][C:3]=1[CH2:4][NH:5][C:6]1[CH:11]=[CH:10][C:9]([C:12]2[CH:17]=[CH:16][C:15]([Cl:18])=[CH:14][C:13]=2[CH3:19])=[C:8]([Cl:20])[CH:7]=1.[CH3:29][O:30][C:31]([C:33]1[CH:38]=[CH:37][C:36](B(O)O)=[CH:35][CH:34]=1)=[O:32].C([O-])([O-])=O.[K+].[K+].O>O1CCOCC1.CCOC(C)=O.C1C=CC(P(C2C=CC=CC=2)[C-]2C=CC=C2)=CC=1.C1C=CC(P(C2C=CC=CC=2)[C-]2C=CC=C2)=CC=1.Cl[Pd]Cl.[Fe+2]>[Cl:20][C:8]1[CH:7]=[C:6]([NH:5][CH2:4][C:3]2[CH:21]=[CH:22][C:23]([C:25]([F:28])([F:27])[F:26])=[CH:24][C:2]=2[C:36]2[CH:37]=[CH:38][C:33]([C:31]([O:30][CH3:29])=[O:32])=[CH:34][CH:35]=2)[CH:11]=[CH:10][C:9]=1[C:12]1[CH:17]=[CH:16][C:15]([Cl:18])=[CH:14][C:13]=1[CH3:19] |f:2.3.4,8.9.10.11|. Procedure details: N-(2-bromo-4-(trifluoromethyl)benzyl)-2,4′-dichloro-2′-methyl-[1,1′-biphenyl]-4-amine (324 mg, 0.66 mmol), (4-(methoxycarbonyl)phenyl)boronic acid (143 mg, 0.80 mmol), Pd(dppf)Cl2 (54 mg, 0.07 mmol), and K2CO3 (183 mg, 1.33 mmol) were dissolved in 1,4-dioxane (6 mL) and water (1.5 mL) and the resulting mixture was heated to 80° C. After 16 h the resulting mixture was cooled to room temperature, diluted with EtOAc, washed with water and brine, dried (Na2SO4), and dry packed onto silica gel. Colum... The reactants are CC(C(=O)O)CCCCCCCC ((+)-2-methyl decanoic acid), acid chloride, C1(=CC=CC=C1)O (phenol), [Cl-].[Al+3].[Cl-].[Cl-] (aluminum chloride). The solvent is C(Cl)Cl (methylene chloride). Product: CC(C(=O)C1=CC=C(C=C1)O)CCCCCCCC ((+)-4-(2-methyldecanoyl) phenol). The yield is 40.0%. As a reaction SMILES: [CH3:1][CH:2]([CH2:6][CH2:7][CH2:8][CH2:9][CH2:10][CH2:11][CH2:12][CH3:13])[C:3]([OH:5])=O.[C:14]1([OH:20])[CH:19]=[CH:18][CH:17]=[CH:16][CH:15]=1.[Cl-].[Al+3].[Cl-].[Cl-]>C(Cl)Cl>[CH3:1][CH:2]([CH2:6][CH2:7][CH2:8][CH2:9][CH2:10][CH2:11][CH2:12][CH3:13])[C:3]([C:17]1[CH:18]=[CH:19][C:14]([OH:20])=[CH:15][CH:16]=1)=[O:5] |f:2.3.4.5|. Procedure: Then, the same procedure as in Example 1 was repeated except that the above (+)-2-methyl decanoic acid was used instead of (+)-2-methyl butanoic acid to convert this compound into an acid chloride, which was reacted with phenol through aluminum chloride in methylene chloride to obtain (+)-4-(2-methyldecanoyl) phenol having the aforementioned physical and chemical properties at a yield of 40%.